describe an organic reaction: reactants, conditions, products, and yield From a dataset of the Open Reaction Database (ORD), a public repository of structured organic reaction records. The reactants are Cc1ccc(N(CC(=O)O)S(=O)(=O)c2ccc(C(C)(C)C)cc2)cc1, N#CCCNCc1ccccc1. The product is Cc1ccc(N(CC(=O)N(CCC#N)Cc2ccccc2)S(=O)(=O)c2ccc(C(C)(C)C)cc2)cc1. Reaction SMILES: [C:1]([CH3:2])([CH3:3])([CH3:4])[c:5]1[cH:6][cH:7][c:8]([S:11](=[O:12])(=[O:13])[N:14]([c:15]2[cH:16][cH:17][c:18]([CH3:21])[cH:19][cH:20]2)[CH2:22][C:23](=[O:24])[OH:25])[cH:9][cH:10]1.[CH2:26]([c:27]1[cH:28][cH:29][cH:30][cH:31][cH:32]1)[NH:33][CH2:34][CH2:35][C:36]#[N:37]>>[C:1]([CH3:2])([CH3:3])([CH3:4])[c:5]1[cH:6][cH:7][c:8]([S:11](=[O:12])(=[O:13])[N:14]([c:15]2[cH:16][cH:17][c:18]([CH3:21])[cH:19][cH:20]2)[CH2:22][C:23](=[O:25])[N:33]([CH2:26][c:27]2[cH:28][cH:29][cH:30][cH:31][cH:32]2)[CH2:34][CH2:35][C:36]#[N:37])[cH:9][cH:10]1.